This data is from the Open Reaction Database (ORD), a public repository of structured organic reaction records. The task is: describe an organic reaction: reactants, conditions, products, and yield The reactants are OC(C[C@@]1(CCN(C(O1)=O)[C@@H](C)C1=CC=C(C=C1)C1=CC=C(N=N1)C(=O)O)C1=CC=CC=C1)(C)C (6-(4-{(S)-1-[(S)-6-(2-hydroxy-2-methyl-propyl)-2-oxo-6-phenyl-[1,3]oxazinan-3-yl]-ethyl}-phenyl)-pyridazine-3-carboxylic acid), N (ammonia). Product: OC(C[C@@]1(CCN(C(O1)=O)[C@@H](C)C1=CC=C(C=C1)C1=CC=C(N=N1)C(=O)N)C1=CC=CC=C1)(C)C (6-(4-{(S)-1-[(S)-6-(2-Hydroxy-2-methyl-propyl)-2-oxo-6-phenyl-[1,3]oxazinan-3-yl]-ethyl}-phenyl)-pyridazine-3-carboxylic acid amide). RXN SMILES: [OH:1][C:2]([CH3:35])([CH3:34])[CH2:3][C@@:4]1([C:28]2[CH:33]=[CH:32][CH:31]=[CH:30][CH:29]=2)[O:9][C:8](=[O:10])[N:7]([C@H:11]([C:13]2[CH:18]=[CH:17][C:16]([C:19]3[N:24]=[N:23][C:22]([C:25]([OH:27])=O)=[CH:21][CH:20]=3)=[CH:15][CH:14]=2)[CH3:12])[CH2:6][CH2:5]1.[NH3:36]>>[OH:1][C:2]([CH3:35])([CH3:34])[CH2:3][C@@:4]1([C:28]2[CH:33]=[CH:32][CH:31]=[CH:30][CH:29]=2)[O:9][C:8](=[O:10])[N:7]([C@H:11]([C:13]2[CH:14]=[CH:15][C:16]([C:19]3[N:24]=[N:23][C:22]([C:25]([NH2:36])=[O:27])=[CH:21][CH:20]=3)=[CH:17][CH:18]=2)[CH3:12])[CH2:6][CH2:5]1. Reported procedure: The title compound was prepared from 6-(4-{(S)-1-[(S)-6-(2-hydroxy-2-methyl-propyl)-2-oxo-6-phenyl-[1,3]oxazinan-3-yl]-ethyl}-phenyl)-pyridazine-3-carboxylic acid and ammonia (32% in water) following a procedure analogous to that described in Example 203. Mass spectrum (ESI+): m/z=475 [M+H]+. As a reaction SMILES: [C:1]([NH:4][C:5]1[C:6]([OH:18])=[C:7]([O:16][CH3:17])[C:8]2[O:12][CH:11]=[CH:10][C:9]=2[C:13]=1[O:14][CH3:15])(=[O:3])[CH3:2].S(O[CH2:30][CH2:31][Cl:32])(C1C=CC(C)=CC=1)(=O)=O>O>[C:1]([NH:4][C:5]1[C:6]([O:18][CH2:30][CH2:31][Cl:32])=[C:7]([O:16][CH3:17])[C:8]2[O:12][CH:11]=[CH:10][C:9]=2[C:13]=1[O:14][CH3:15])(=[O:3])[CH3:2]. Solvent: O (water). The reactants are C(C)(=O)NC=1C(=C(C2=C(C=CO2)C1OC)OC)O (5-acetamido 4,7-dimethoxy 6-hydroxy benzofuran), aqueous solution, S(=O)(=O)(C1=CC=C(C)C=C1)OCCCl (2-chloro ethanol tosylate). Reported procedure: A solution of 25.1 g (0.1 mole) of 5-acetamido 4,7-dimethoxy 6-hydroxy benzofuran in 15 ml of a 50% aqueous solution of soda was brought to 90° C. and 21 g (0.1 mole) of 2-chloro ethanol tosylate was slowly added, it was ketp at 90° C. for 2 hours, diluted in 1 l of water, filtered and recrystallized in ethanol. Yields the product C(C)(=O)NC=1C(=C(C2=C(C=CO2)C1OC)OC)OCCCl (5-acetamido-6-(2-chloro ethoxy) 4,7-dimethoxy benzofuran). Starting materials: NC1=C2CCN(CC2=CC=C1)C (5-Amino-2-methyl-1,2,3,4-tetrahydroisoquinoline), COC=1C=C(C(=O)Cl)C=CC1OC (3,4-dimethoxybenzoyl chloride), C1NCCC2=CC=CC=C12 (tetrahydroisoquinoline), C([O-])(O)=O.[K+] (potassium bicarbonate). The solvent is C1=CC=CC=C1 (benzene), C1=CC=CC=C1 (benzene). Yields the product COC=1C=C(C(=O)NC2=C3CCN(CC3=CC=C2)C)C=CC1OC (5-(3,4-Dimethyoxybenzamido)-2-methyl-1,2,3,4-tetrahydroisoquinoline). Reaction SMILES: [NH2:1][C:2]1[CH:11]=[CH:10][CH:9]=[C:8]2[C:3]=1[CH2:4][CH2:5][N:6]([CH3:12])[CH2:7]2.C(=O)(O)[O-].[K+].[CH3:18][O:19][C:20]1[CH:21]=[C:22]([CH:26]=[CH:27][C:28]=1[O:29][CH3:30])[C:23](Cl)=[O:24].C1C2C(=CC=CC=2)CCN1>C1C=CC=CC=1>[CH3:18][O:19][C:20]1[CH:21]=[C:22]([CH:26]=[CH:27][C:28]=1[O:29][CH3:30])[C:23]([NH:1][C:2]1[CH:11]=[CH:10][CH:9]=[C:8]2[C:3]=1[CH2:4][CH2:5][N:6]([CH3:12])[CH2:7]2)=[O:24] |f:1.2|. Procedure details: 5-Amino-2-methyl-1,2,3,4-tetrahydroisoquinoline (12.9 g) prepared as in Example 4 was dissolved in dry benzene (100 ml) and 0.5 g of dry potassium bicarbonate was added. A 0.1 mole excess of 3,4-dimethoxybenzoyl chloride was dissolved in dry benzene (100 ml) and this solution was added to the solution of the tetrahydroisoquinoline. A precipitate formed immediately and the mixture was refluxed for 1 hour. The precipitate was collected by filtration and washed with 10% sodium carbonate solution fo... Procedure: 7-OXO-7H-dibenzo-[d e,h]-quinolin-2-ol which is useful as an intermediate in the preparation of dyestuffs is prepared by cycloisomerizing the novel compound, N-phenylacetyl phthalimide in an inert solvent and in the presence of a Friedel-Crafts catalyst to form the novel compound O-(3-hydroxy-1-isoquinolinyl)-benzoic acid which is then cyclized by dehydrating condensation to form the 7-oxo-7H-dibenzo-[d e,h]-quinolin-2-ol. Product: OC=1N=C(C2=CC=CC=C2C1)OC(C1=CC=CC=C1)=O (O-(3-hydroxy-1-isoquinolinyl)-benzoic acid). As a reaction SMILES: [O:1]=[C:2]1C2C=CC=CC=2C2N=C(O)C=[C:5]3[CH:17]=[CH:18][CH:19]=[C:3]1[C:4]=23.C1(C[C:27]([N:29]2[C:33](=[O:34])[C:32]3=[CH:35][CH:36]=[CH:37][CH:38]=[C:31]3[C:30]2=O)=[O:28])C=CC=CC=1>>[OH:28][C:27]1[N:29]=[C:33]([O:34][C:2](=[O:1])[C:3]2[CH:4]=[CH:5][CH:17]=[CH:18][CH:19]=2)[C:32]2[C:31]([CH:30]=1)=[CH:38][CH:37]=[CH:36][CH:35]=2. The reactants are O=C1C=2C=3C(=CC(=NC3C3=C1C=CC=C3)O)C=CC2 (7-OXO-7H-dibenzo-[d e,h]-quinolin-2-ol), C1(=CC=CC=C1)CC(=O)N1C(C=2C(C1=O)=CC=CC2)=O (N-phenylacetyl phthalimide). The reactants are C(C)(C)(C)OC(=O)N1C(O[C@@H]([C@H]1CF)C1=CC=C(C=C1)C=1C=NC(=CC1)C#N)(C)C ((4S,5R)-5-[4-(6-Cyano-pyridin-3-yl) -phenyl]-4-fluoromethyl-2,2-dimethyl-oxazolidine-3-carboxylic acid tert-butyl ester), [OH-].[K+] (KOH), CO (methanol). The product is C(C)(C)(C)OC(=O)N1C(O[C@@H]([C@H]1CF)C1=CC=C(C=C1)C=1C=CC(=NC1)C(=O)O)(C)C (5-[4-((4S,5R)-3-tert-Butoxycarbonyl-4-fluoromethyl-2,2-dimethyl-oxazolidin-5-yl)-phenyl]-pyridine-2-carboxylic acid). Reaction SMILES: [C:1]([O:5][C:6]([N:8]1[C@H:12]([CH2:13][F:14])[C@@H:11]([C:15]2[CH:20]=[CH:19][C:18]([C:21]3[CH:22]=[N:23][C:24]([C:27]#N)=[CH:25][CH:26]=3)=[CH:17][CH:16]=2)[O:10][C:9]1([CH3:30])[CH3:29])=[O:7])([CH3:4])([CH3:3])[CH3:2].[OH-:31].[K+].C[OH:34]>>[C:1]([O:5][C:6]([N:8]1[C@H:12]([CH2:13][F:14])[C@@H:11]([C:15]2[CH:20]=[CH:19][C:18]([C:21]3[CH:26]=[CH:25][C:24]([C:27]([OH:34])=[O:31])=[N:23][CH:22]=3)=[CH:17][CH:16]=2)[O:10][C:9]1([CH3:30])[CH3:29])=[O:7])([CH3:4])([CH3:2])[CH3:3] |f:1.2|. Reported procedure: To the solution of (4S,5R)-5-[4-(6-Cyano-pyridin-3-yl) -phenyl]-4-fluoromethyl-2,2-dimethyl-oxazolidine-3-carboxylic acid tert-butyl ester (0.3 g, 0.729 mmol) in methanol (3 mL) is added KOH (0.409 g, 7.29 mmol) at room temperature. Reactants: C1(CC1)C=1N=C2N(C=C(C=C2)N2C(C=C(C=C2)O)=O)C1C (1-(2-cyclopropyl-3-methylimidazo[1,2-a]pyridin-6-yl)-4-hydroxypyridin-2(1H)-one), BrC=1N=C(SC1)CO ((4-bromo-1,3-thiazol-2-yl)methanol), C1(=CC=CC=C1)P(C1=CC=CC=C1)C1=CC=CC=C1 (triphenylphosphine), N(=NC(=O)OCCOC)C(=O)OCCOC (bis(2-methoxyethyl) azodicarboxylate). Solvent: C1CCOC1 (THF), O (water). Conditions: time 3 hour. The product is BrC=1N=C(SC1)COC1=CC(N(C=C1)C=1C=CC=2N(C1)C(=C(N2)C2CC2)C)=O (4-((4-Bromo-1,3-thiazol-2-yl)methoxy)-1-(2-cyclopropyl-3-methylimidazo[1,2-a]pyridin-6-yl)pyridin-2(1H)-one). Isolated yield 46.6%. RXN SMILES: [CH:1]1([C:4]2[N:5]=[C:6]3[CH:11]=[CH:10][C:9]([N:12]4[CH:17]=[CH:16][C:15]([OH:18])=[CH:14][C:13]4=[O:19])=[CH:8][N:7]3[C:20]=2[CH3:21])[CH2:3][CH2:2]1.[Br:22][C:23]1[N:24]=[C:25]([CH2:28]O)[S:26][CH:27]=1.C1(P(C2C=CC=CC=2)C2C=CC=CC=2)C=CC=CC=1.N(C(OCCOC)=O)=NC(OCCOC)=O>C1COCC1.O>[Br:22][C:23]1[N:24]=[C:25]([CH2:28][O:18][C:15]2[CH:16]=[CH:17][N:12]([C:9]3[CH:10]=[CH:11][C:6]4[N:7]([C:20]([CH3:21])=[C:4]([CH:1]5[CH2:3][CH2:2]5)[N:5]=4)[CH:8]=3)[C:13](=[O:19])[CH:14]=2)[S:26][CH:27]=1. Reported procedure: To a solution of 1-(2-cyclopropyl-3-methylimidazo[1,2-a]pyridin-6-yl)-4-hydroxypyridin-2(1H)-one (50 mg), (4-bromo-1,3-thiazol-2-yl)methanol (69 mg) and triphenylphosphine (140 mg) in THF (6 ml) was added bis(2-methoxyethyl) azodicarboxylate (125 mg), and the mixture was stirred at room temperature for 3 h. The reaction mixture was poured into water and extracted with EtOAc. The extract was washed with brine, dried over MgSO4, concentrated and purified by silica gel column chromatography (hexane... Starting materials: CO, CSCc1cccc2c(C(CCO)c3ccc(Cl)cc3Cl)c[nH]c12, ClCCl, O=C(OO)c1cccc(Cl)c1. Yields the product CS(=O)Cc1cccc2c(C(CCO)c3ccc(Cl)cc3Cl)c[nH]c12. As a reaction SMILES: [CH3:39][OH:40].[Cl:1][c:2]1[c:3]([CH:9]([CH2:10][CH2:11][OH:12])[c:13]2[cH:14][nH:15][c:16]3[c:17]([CH2:22][S:23][CH3:24])[cH:18][cH:19][cH:20][c:21]23)[cH:4][cH:5][c:6]([Cl:8])[cH:7]1.[Cl:25][CH2:26][Cl:27].[OH:28][O:29][C:30]([c:31]1[cH:32][c:33]([Cl:34])[cH:35][cH:36][cH:37]1)=[O:38]>>[Cl:1][c:2]1[c:3]([CH:9]([CH2:10][CH2:11][OH:12])[c:13]2[cH:14][nH:15][c:16]3[c:17]([CH2:22][S:23]([CH3:24])=[O:28])[cH:18][cH:19][cH:20][c:21]23)[cH:4][cH:5][c:6]([Cl:8])[cH:7]1. Procedure: 2-amino-4,6-dichlorobenzoic acid (10.0 g, 48.5 mmol) was dissolved in 50 mL of anhydrous THF in a 250 mL 2 neck round bottom flask. The solution was cooled in an ice-water bath. A solution of lithium aluminum hydride (LAH) (40 mL, 2.0 M) in THF was then added dropwise. After all of the LAH was added, the reaction mixture was allowed to warm up to room temperature and stirred at room temperature for overnight. Water (5.1 mL) was added to the reaction mixture followed by 5.1 mL of 15% NaOH and the... The product is NC1=C(C(=CC(=C1)Cl)Cl)CO ((2-amino-4,6-dichlorophenyl)methanol). The reactants are [H-].[Al+3].[Li+].[H-].[H-].[H-] (lithium aluminum hydride), O (Water), [OH-].[Na+] (NaOH), NC1=C(C(=O)O)C(=CC(=C1)Cl)Cl (2-amino-4,6-dichlorobenzoic acid), [H-].[Al+3].[Li+].[H-].[H-].[H-] (LAH), O (water). The solvent is C1CCOC1 (THF), C1CCOC1 (THF), 2. Isolated yield 119.2%. Reaction conditions: time 8 hour. RXN SMILES: [NH2:1][C:2]1[CH:10]=[C:9]([Cl:11])[CH:8]=[C:7]([Cl:12])[C:3]=1[C:4](O)=[O:5].[H-].[Al+3].[Li+].[H-].[H-].[H-].O.[OH-].[Na+]>C1COCC1>[NH2:1][C:2]1[CH:10]=[C:9]([Cl:11])[CH:8]=[C:7]([Cl:12])[C:3]=1[CH2:4][OH:5] |f:1.2.3.4.5.6,8.9|. Reactants: C(C1=CC=CC=C1)O (benzyl alcohol), C1C(C)O1 (propylene oxide), [OH-].[K+] (KOH), aqueous solution, [OH-].[K+] (KOH), S(O)(O)(=O)=O (sulfuric acid). Reaction conditions: temperature 110 celsius, time 1 hour. Yields the product C(C1=CC=CC=C1)OCC1=CC=CC=C1 (Benzyl Ether). As a reaction SMILES: [CH2:1]([OH:8])[C:2]1[CH:7]=[CH:6][CH:5]=[CH:4][CH:3]=1.[OH-].[K+].[CH2:11]1O[CH:12]1[CH3:13].S(=O)(=O)(O)O>>[CH2:1]([O:8][CH2:13][C:12]1[CH:11]=[CH:4][CH:3]=[CH:2][CH:1]=1)[C:2]1[CH:7]=[CH:6][CH:5]=[CH:4][CH:3]=1 |f:1.2|. Procedure: 2297.75 g (21.24 moles) of benzyl alcohol was placed in a dry, stirred pressure vessel fitted with a nitrogen inlet. A catalytic amount (6 g) of KOH was added as a 40% aqueous solution. The vessel was purged with nitrogen and heated to 110° C. Vacuum was applied for 1 hour to remove the water vapors from the headspace of the vessel, and the mixture was further heated to 130° C. After 3702.25 g (63.74 moles) of propylene oxide were added, the reaction mixture was stirred for additional 3 hours to... Starting materials: C(C)(C)NC1=C(C(=O)C2=CC=C(C=C2)F)C=CC(=C1)C (2-isopropylamino-4-methyl-4'-fluoro-benzophenone), [N-]=C=O.[K+] (potassium isocyanate), C(C)(=O)O (acetic acid). Run in O (water). Yields the product C(C)(C)N1C(N=C(C2=CC=C(C=C12)C)C1=CC=C(C=C1)F)=O (1-isopropyl-7-methyl-4-(p-fluorophenyl)-2(1H)-quinazolinone). RXN SMILES: [CH:1]([NH:4][C:5]1[CH:19]=[C:18]([CH3:20])[CH:17]=[CH:16][C:6]=1[C:7]([C:9]1[CH:14]=[CH:13][C:12]([F:15])=[CH:11][CH:10]=1)=O)([CH3:3])[CH3:2].[N-:21]=[C:22]=[O:23].[K+].C(O)(=O)C>O>[CH:1]([N:4]1[C:5]2[C:6](=[CH:16][CH:17]=[C:18]([CH3:20])[CH:19]=2)[C:7]([C:9]2[CH:14]=[CH:13][C:12]([F:15])=[CH:11][CH:10]=2)=[N:21][C:22]1=[O:23])([CH3:3])[CH3:2] |f:1.2|. Procedure details: A solution of 8.5 g. of 2-isopropylamino-4-methyl-4'-fluoro-benzophenone and 4.2 g. of potassium isocyanate in 100 ml. of glacial acetic acid is stirred at 60°-70°C. for 20 hours. The resulting mixture is treated with a mixture of ice and water and extracted three times with methylene chloride. The organic phases are combined, washed twice with water, once with sodium bicarbonate solution and again with water followed by drying and evaporation in vacuo. The residue is dissolved in a small amount...